From a dataset of the Open Reaction Database (ORD), a public repository of structured organic reaction records. describe an organic reaction: reactants, conditions, products, and yield The reactants are 472.2, N1CCNCC1 (piperazine), (3-bromomethyl)-benzoate, ClC1=CC=C(C=C1)[C@H]1C[C@]12C(N(C1=CC=CC=C21)CC=2C=C(C(=O)O)C=CC2)=O ((1S,2R)-3-((2-(4-chlorophenyl)-2′-oxospiro[cyclopropane-1,3′-indoline]-1′-yl)methyl)benzoic acid). Reaction SMILES: [NH:1]1[CH2:6][CH2:5][NH:4][CH2:3][CH2:2]1.[Cl:7][C:8]1[CH:13]=[CH:12][C:11]([C@@H:14]2[C@:16]3([C:24]4[C:19](=[CH:20][CH:21]=[CH:22][CH:23]=4)[N:18]([CH2:25][C:26]4[CH:27]=[C:28]([CH:32]=[CH:33][CH:34]=4)[C:29](O)=[O:30])[C:17]3=[O:35])[CH2:15]2)=[CH:10][CH:9]=1>>[Cl:7][C:8]1[CH:13]=[CH:12][C:11]([C@H:14]2[C@@:16]3([C:24]4[C:19](=[CH:20][CH:21]=[CH:22][CH:23]=4)[N:18]([CH2:25][C:26]4[CH:34]=[CH:33][CH:32]=[C:28]([C:29]([N:1]5[CH2:6][CH2:5][NH:4][CH2:3][CH2:2]5)=[O:30])[CH:27]=4)[C:17]3=[O:35])[CH2:15]2)=[CH:10][CH:9]=1. Reported procedure: The title compound was prepared in analogy to Example 60 starting from piperazine, (3-bromomethyl)-benzoate (commercially available), (1R,2S) and (1S,2R)-3-((2-(4-chlorophenyl)-2′-oxospiro[cyclopropane-1,3′-indoline]-1′-yl)methyl)benzoic acid prepared as in Scheme 1. LC/MS m/e calcd. for C28H26ClN3O2: 471, observed (M+H)+: 472.2 1H NMR (400 MHz, MeOD-d4) δppm 2.17-2.30 (m, 2 H) 3.51 (br. s., 8 H) 3.21-3.35 (m, 1 H) 5.04-5.23 (m, 2 H) 6.10 (d, J=7.58 Hz, 1 H) 6.74 (t, J=7.45 Hz, 1 H) 6.95 (d, J=7... Product: ClC1=CC=C(C=C1)[C@@H]1C[C@@]12C(N(C1=CC=CC=C21)CC2=CC(=CC=C2)C(=O)N2CCNCC2)=O ((1R,2S)-2-(4-chlorophenyl)-1′-(3-(piperazine-1-carbonyl)benzyl)spiro[cyclopropane-1,3′-indolin]-2′-one). As a reaction SMILES: [C:1]([CH3:2])(=[O:3])[c:4]1[c:5]([CH3:14])[nH:6][c:7](=[O:13])[c:8]([C:9](=[O:10])[NH2:11])[cH:12]1.[OH2:20].[S:15]([OH:16])(=[O:17])(=[O:18])[OH:19]>>[C:1]([CH3:2])(=[O:3])[c:4]1[c:5]([CH3:14])[nH:6][c:7](=[O:13])[c:8]([C:9](=[O:10])[OH:16])[cH:12]1. Reactants: CC(=O)c1cc(C(N)=O)c(=O)[nH]c1C, O, O=S(=O)(O)O. The product is CC(=O)c1cc(C(=O)O)c(=O)[nH]c1C. Starting materials: FC(C(C(F)(F)F)(O)C1=CC(=C(OCC(=O)OCC)C(=C1)C)C)(F)F (ethyl 2-[4-(hexafluoro-2-hydroxy-2-propyl)-2,6-dimethylphenoxy]acetate), C(C1=CC=CC=C1)N (benzylamine). Run at temperature 110 celsius. The product is C(C1=CC=CC=C1)NC(COC1=C(C=C(C=C1C)C(C(F)(F)F)(C(F)(F)F)O)C)=O (N-benzyl-2-[4-(hexafluoro-2-hydroxy-2-propyl)-2,6-dimethylphenoxy]acetamide). Reaction SMILES: [F:1][C:2]([F:25])([F:24])[C:3]([C:9]1[CH:21]=[C:20]([CH3:22])[C:12]([O:13][CH2:14][C:15]([O:17]CC)=O)=[C:11]([CH3:23])[CH:10]=1)([OH:8])[C:4]([F:7])([F:6])[F:5].[CH2:26]([NH2:33])[C:27]1[CH:32]=[CH:31][CH:30]=[CH:29][CH:28]=1>>[CH2:26]([NH:33][C:15](=[O:17])[CH2:14][O:13][C:12]1[C:11]([CH3:23])=[CH:10][C:9]([C:3]([OH:8])([C:2]([F:24])([F:25])[F:1])[C:4]([F:6])([F:5])[F:7])=[CH:21][C:20]=1[CH3:22])[C:27]1[CH:32]=[CH:31][CH:30]=[CH:29][CH:28]=1. Procedure: Combine ethyl 2-[4-(hexafluoro-2-hydroxy-2-propyl)-2,6-dimethylphenoxy]acetate (7.0 g=19 mmol) and benzylamine (12.0 g=0.11 mmol). Heat 4 hours at 110° C., allow to cool, and partition between 1.0 N HCl and ether. Dry and concentrate the ether. Recrystallize from ether-hexane and obtain, as a white solid, m.p. 142°-144° C., N-benzyl-2-[4-(hexafluoro-2-hydroxy-2-propyl)-2,6-dimethylphenoxy]acetamide. The reactants are Br.NC1=NN2C(C=CC(=C2)O)=N1 (2-amino[1,2,4]triazolo[1,5-a]pyridin-6-ol hydrobromide), C1(CC1)C(=O)Cl (cyclopropanecarbonyl chloride). The solvent is CN(C(C)=O)C (N,N-dimethylacetamide), O (water). Yields the product OC=1C=CC=2N(C1)N=C(N2)NC(=O)C2CC2 (N-(6-hydroxy[1,2,4]triazolo[1,5-a]pyridin-2-yl)cyclopropanecarboxamide). Yield: 172.7%. Reaction SMILES: Br.[NH2:2][C:3]1[N:12]=[C:6]2[CH:7]=[CH:8][C:9]([OH:11])=[CH:10][N:5]2[N:4]=1.[CH:13]1([C:16](Cl)=[O:17])[CH2:15][CH2:14]1>CN(C)C(=O)C.O>[OH:11][C:9]1[CH:8]=[CH:7][C:6]2[N:5]([N:4]=[C:3]([NH:2][C:16]([CH:13]3[CH2:15][CH2:14]3)=[O:17])[N:12]=2)[CH:10]=1 |f:0.1|. Procedure details: To a solution of 2-amino[1,2,4]triazolo[1,5-a]pyridin-6-ol hydrobromide (1.50 g, 4.22 mmol) in N,N-dimethylacetamide (5 mL) was added with stirring under ice-cooling cyclopropanecarbonyl chloride (1.15 mL, 12.7 mmol), and the mixture was stirred at room temperature for 2 hr. The reaction mixture was diluted with water and extracted with ethyl acetate. The organic layer was washed with water and saturated brine, dried over anhydrous magnesium sulfate and filtrated. The filtrate was concentrated u... Reactants: C(C1=CC=CC=C1)OC1CN(C1)C(C)(C)C (3-benzyloxy-1-(tert.butyl)azetidine). The reagents and catalysts are [Ni] (Raney nickel). Solvent: C(C)O (ethanol). Conditions: temperature 40 celsius, time 15 hour. Product: C(C)(C)(C)N1CC(C1)O (1-(tert.-butyl)-3-azetidinol). Yield: 76.0%. Reaction SMILES: C([O:8][CH:9]1[CH2:12][N:11]([C:13]([CH3:16])([CH3:15])[CH3:14])[CH2:10]1)C1C=CC=CC=1>[Ni].C(O)C>[C:13]([N:11]1[CH2:12][CH:9]([OH:8])[CH2:10]1)([CH3:16])([CH3:15])[CH3:14]. Procedure details: A solution of 4.4 parts of 3-benzyloxy-1-(tert.butyl)azetidine in 30 parts of ethanol was taken into an autoclave together with 2 parts of Raney nickel as catalyst. Under a hydrogen gas pressure of 100 atmospheres, the mixture was stirred at 40° C. for 15 hours to perform the reduction. The catalyst was separated by filtration, and the remaining ethanol solution was concentrated to dryness. The resulting oily substance was dissolved in n-hexane and cooled. As a result 2.0 parts of 1-(tert.-butyl... The reactants are CCN(C(C)C)C(C)C, CS(=O)c1nc(Cl)c2c(n1)N(c1c(F)cccc1F)C(=O)NC2, ClCCl, C1CCN(C2CCNCC2)C1. The product is O=C1NCc2c(Cl)nc(N3CCC(N4CCCC4)CC3)nc2N1c1c(F)cccc1F. As a reaction SMILES: [CH:35]([N:36]([CH2:37][CH3:38])[CH:39]([CH3:40])[CH3:41])([CH3:42])[CH3:43].[Cl:1][c:2]1[c:3]2[c:4]([n:5][c:6]([S:8]([CH3:9])=[O:10])[n:7]1)[N:11]([c:16]1[c:17]([F:23])[cH:18][cH:19][cH:20][c:21]1[F:22])[C:12](=[O:15])[NH:13][CH2:14]2.[Cl:44][CH2:45][Cl:46].[N:24]1([CH:29]2[CH2:30][CH2:31][NH:32][CH2:33][CH2:34]2)[CH2:25][CH2:26][CH2:27][CH2:28]1>>[Cl:1][c:2]1[c:3]2[c:4]([n:5][c:6]([N:32]3[CH2:31][CH2:30][CH:29]([N:24]4[CH2:25][CH2:26][CH2:27][CH2:28]4)[CH2:34][CH2:33]3)[n:7]1)[N:11]([c:16]1[c:17]([F:23])[cH:18][cH:19][cH:20][c:21]1[F:22])[C:12](=[O:15])[NH:13][CH2:14]2.